This data is from the Open Reaction Database (ORD), a public repository of structured organic reaction records. The task is: describe an organic reaction: reactants, conditions, products, and yield Starting materials: Cl.Cl.Cl.FC=1C=C(C=CC1F)C=1N=C(N(C1)CCN1CCCC1)C1CCNCC1 (4-(4-(3,4-difluoro-phenyl)-1-(2-pyrrolidin-1-yl-ethyl)-1H-imidazol-2-yl)-piperidine tris hydrochloride), ClC=1C2=C(N=CN1)NC(C2)=O (4-chloro-5,7-dihydro-pyrrolo[2,3-d]pyrimidin-6-one), CCN(C(C)C)C(C)C (DIPEA). Solvent: CC(C)O (IPA). Yields the product FC=1C=C(C=CC1F)C=1N=C(N(C1)CCN1CCCC1)C1CCN(CC1)C=1C2=C(N=CN1)NC(C2)=O (4-{4-[4-(3,4-Difluoro-phenyl)-1-(2-pyrrolidin-1-yl-ethyl)-1H-imidazol-2-yl]-piperidin-1-yl}-5,7-dihydro-pyrrolo[2,3-d]pyrimidin-6-one). Yield: 15.6%. As a reaction SMILES: Cl.Cl.Cl.[F:4][C:5]1[CH:6]=[C:7]([C:12]2[N:13]=[C:14]([CH:24]3[CH2:29][CH2:28][NH:27][CH2:26][CH2:25]3)[N:15]([CH2:17][CH2:18][N:19]3[CH2:23][CH2:22][CH2:21][CH2:20]3)[CH:16]=2)[CH:8]=[CH:9][C:10]=1[F:11].Cl[C:31]1[C:32]2[CH2:39][C:38](=[O:40])[NH:37][C:33]=2[N:34]=[CH:35][N:36]=1.CCN(C(C)C)C(C)C>CC(O)C>[F:4][C:5]1[CH:6]=[C:7]([C:12]2[N:13]=[C:14]([CH:24]3[CH2:25][CH2:26][N:27]([C:31]4[C:32]5[CH2:39][C:38](=[O:40])[NH:37][C:33]=5[N:34]=[CH:35][N:36]=4)[CH2:28][CH2:29]3)[N:15]([CH2:17][CH2:18][N:19]3[CH2:20][CH2:21][CH2:22][CH2:23]3)[CH:16]=2)[CH:8]=[CH:9][C:10]=1[F:11] |f:0.1.2.3|. Reported procedure: Combine 4-(4-(3,4-difluoro-phenyl)-1-(2-pyrrolidin-1-yl-ethyl)-1H-imidazol-2-yl)-piperidine tris hydrochloride (0.3 g; 0.00065 mol), 4-chloro-5,7-dihydro-pyrrolo[2,3-d]pyrimidin-6-one (0.15 g; 0.00083 mol), DIPEA, (1.00 mL, 0.0057 mol) into IPA (9 mL) and heat in a microwave at 80° C. for 1 h; cool and concentrate. Quench with saturated sodium bicarbonate solution and extract with EA. Evaporate the EA and purify by column chromatography using 0-10% MeOH/DCM as eluent to give the title compound (... Starting materials: C(#N)C1=CC=C(C=CC=O)C=C1 (4-cyanocinnamaldehyde), OC1=C(C=CC=C1OC)C(CS(=O)C)=O (2'-hydroxy-3'-methoxy-2-(methylsulfinyl)acetophenone), N1CCCCC1 (piperidine). Run in C1(=CC=CC=C1)C (toluene). The product is COC1=CC=CC=2C(C=C(OC21)C=CC2=CC=C(C#N)C=C2)=O (4-[2-(8-Methoxy-4-oxo-4H-1-benzopyran-2-yl)ethenyl]benzonitrile). Reaction SMILES: [C:1]([C:3]1[CH:12]=[CH:11][C:6]([CH:7]=[CH:8][CH:9]=[O:10])=[CH:5][CH:4]=1)#[N:2].O[C:14]1[C:19]([O:20][CH3:21])=[CH:18][CH:17]=[CH:16][C:15]=1[C:22](=[O:27])[CH2:23]S(C)=O.N1CCCCC1>C1(C)C=CC=CC=1>[CH3:21][O:20][C:19]1[C:14]2[O:10][C:9]([CH:8]=[CH:7][C:6]3[CH:11]=[CH:12][C:3]([C:1]#[N:2])=[CH:4][CH:5]=3)=[CH:23][C:22](=[O:27])[C:15]=2[CH:16]=[CH:17][CH:18]=1. Procedure details: A mixture of 7.85 g of 4-cyanocinnamaldehyde (U.S. Pat. No. 2,993,834), 11.4 g of 2'-hydroxy-3'-methoxy-2-(methylsulfinyl)acetophenone, 250 ml of toluene, and 0.5 ml of piperidine was refluxed for 3 hrs. The mixture was chilled, and the crystalline ppt. filtered, and recrystallized from toluene, mp. 274°-75°; yield 7 g (46%); λ max mμ (ε) 222 (20,600), 328 (42,500); ν max 745 (m), 845 (m), 1060 (m), 1275 (m), 1570 (m), 1595 (m), 1655 (ms), 2230 (m) cm-1. Reactants: ice water, C(O)([O-])=O.[Na+] (sodium hydrogencarbonate), C(C)(=O)OC1=C(C(=C(C(=C1C)C)NC)N)C (4-acetoxy-N-methyl-3,5,6-trimethyl-1,2-phenylenediamine), COC(=O)COC1=CC=C(CC2C(NC(S2)=O)=O)C=C1 (5-(4-methoxycarbonylmethoxybenzyl)thiazolidine-2,4-dione), Cl (hydrochloric acid). Solvent: O1CCOCC1 (1,4-dioxane), C(C)OCC (diethyl ether). Conditions: time 5 minute. Product: OC1=C(C2=C(N(C(=N2)COC2=CC=C(CC3C(NC(S3)=O)=O)C=C2)C)C(=C1C)C)C (5-[4-(5-Hydroxy-1,4,6,7-tetramethylbenzimidazol-2-ylmethoxy)benzyl]thiazolidine-2,4-dione). The yield is 27.2%. Reaction SMILES: C([O:4][C:5]1[C:10]([CH3:11])=[C:9]([CH3:12])[C:8]([NH:13][CH3:14])=[C:7]([NH2:15])[C:6]=1[CH3:16])(=O)C.CO[C:19]([CH2:21][O:22][C:23]1[CH:36]=[CH:35][C:26]([CH2:27][CH:28]2[S:32][C:31](=[O:33])[NH:30][C:29]2=[O:34])=[CH:25][CH:24]=1)=O.Cl.C(=O)([O-])O.[Na+]>C(OCC)C.O1CCOCC1>[OH:4][C:5]1[C:10]([CH3:11])=[C:9]([CH3:12])[C:8]2[N:13]([CH3:14])[C:19]([CH2:21][O:22][C:23]3[CH:24]=[CH:25][C:26]([CH2:27][CH:28]4[S:32][C:31](=[O:33])[NH:30][C:29]4=[O:34])=[CH:35][CH:36]=3)=[N:15][C:7]=2[C:6]=1[CH3:16] |f:3.4|. Reported procedure: A mixture of 1.0 g of 4-acetoxy-N-methyl-3,5,6-trimethyl-1,2-phenylenediamine [prepared as described in step (j) above], 2.7 g of 5-(4-methoxycarbonylmethoxybenzyl)thiazolidine-2,4-dione [prepared as described in step 2(g) of Preparation 2], 5 ml of 1,4-dioxane and 25 ml of concentrated aqueous hydrochloric acid was heated under reflux for 2 days. At the end of this time, the reaction mixture was added to ice-water and the resulting mixture was neutralized by the addition of sodium hydrogencarbo... Reactants: O=C([O-])O, COCCOC, Cl, NC(=O)C(N)CC(=O)O, O, O=C(O)c1ccc2ccccc2n1. The product is NC(=O)C(CC(=O)O)NC(=O)c1ccc2ccccc2n1. As a reaction SMILES: [C:11](=[O:12])([OH:13])[O-:14].[CH3:29][O:30][CH2:31][CH2:32][O:33][CH3:34].[ClH:28].[NH2:1][CH:2]([CH2:3][C:4](=[O:5])[OH:6])[C:7]([NH2:8])=[O:9].[OH2:10].[OH:15][C:16](=[O:17])[c:18]1[cH:19][cH:20][c:21]2[cH:22][cH:23][cH:24][cH:25][c:26]2[n:27]1>>[NH:1]([CH:2]([CH2:3][C:4](=[O:5])[OH:6])[C:7]([NH2:8])=[O:9])[C:16](=[O:15])[c:18]1[cH:19][cH:20][c:21]2[cH:22][cH:23][cH:24][cH:25][c:26]2[n:27]1. The reactants are FC1=CC=C(C(=O)/C(/C#N)=C(\C)/OC)C=C1 (2-(p-fluorobenzoyl)-3-methoxycrotononitrile), C(CCC)N (n-butylamine), stainless steel. Yields the product FC1=CC=C(C(=O)/C(/C#N)=C(\C)/NCCCC)C=C1 (2-(p-Fluorobenzoyl)-3-butylaminocrotononitrile). RXN SMILES: [F:1][C:2]1[CH:16]=[CH:15][C:5]([C:6](/[C:8](=[C:11](/OC)\[CH3:12])/[C:9]#[N:10])=[O:7])=[CH:4][CH:3]=1.[CH2:17]([NH2:21])[CH2:18][CH2:19][CH3:20]>>[F:1][C:2]1[CH:16]=[CH:15][C:5]([C:6](/[C:8](=[C:11](/[NH:21][CH2:17][CH2:18][CH2:19][CH3:20])\[CH3:12])/[C:9]#[N:10])=[O:7])=[CH:4][CH:3]=1. Reported procedure: A sample of 2.5 g. of 2-(p-fluorobenzoyl)-3-methoxycrotononitrile is dissolved in 10 ml. of n-butylamine. The solution is sealed in a stainless steel bomb and heated on a steam bath overnight. The bomb is then opened and the solvent evaporated under reduced pressure. A greenish oil is obtained which is distilled on a Kugelrohr apparatus at 200° C./0.1 mm. to obtain the yellow oily product. The reactants are FC1=CC=C(C=C1)CC(=O)O (4-fluorophenylacetic acid), CO (methanol). The reagents and catalysts are S(O)(O)(=O)=O (sulfuric acid). Conditions: temperature 50 celsius, time 12 hour. Yields the product FC1=CC=C(C=C1)CC(=O)OC (methyl 4-fluorophenylacetate). RXN SMILES: [F:1][C:2]1[CH:7]=[CH:6][C:5]([CH2:8][C:9]([OH:11])=[O:10])=[CH:4][CH:3]=1.[CH3:12]O>S(=O)(=O)(O)O>[F:1][C:2]1[CH:3]=[CH:4][C:5]([CH2:8][C:9]([O:11][CH3:12])=[O:10])=[CH:6][CH:7]=1. Procedure details: Combine 4-fluorophenylacetic acid (10.6 g, 68.8 mmol) and anhydrous methanol (100 mL). Add concentrated sulfuric acid (3 drops). Heat at 50° C. After 12 hours, cool to ambient temperature and evaporate most of the solvent in vacuo. Dilute the evaporated reaction mixture with ether, extract with aqueous saturated sodium bicarbonate solution and brine. Dry over MgSO4 filter and allow to stand until a solid forms. Collect the solid by filtration to give methyl 4-fluorophenylacetate which may be use... Reactants: CCN(C(C)C)C(C)C (DIPEA), FC(C(=O)[O-])(F)F.C(N)(=O)C=1C(=NN(C1)C1(CC[NH2+]CC1)CC#N)NC1=CC=CC=C1 (4-[4-carbamoyl-3-(phenylamino)-1H-pyrazol-1-yl]-4-(cyanomethyl)piperidinium trifluoroacetate), C(CC)(=O)Cl (propanoyl chloride). The solvent is CS(=O)C (DMSO), C1CCOC1 (THF). Run at time 18 hour. Product: C(#N)CC1(CCN(CC1)C(CC)=O)N1N=C(C(=C1)C(=O)N)NC1=CC=CC=C1 (1-[4-(Cyanomethyl)-1-propanoylpiperidin-4-yl]-3-(phenylamino)-1H-pyrazole-4-carboxamide). Reaction SMILES: FC(F)(F)C([O-])=O.[C:8]([C:11]1[C:12]([NH:25][C:26]2[CH:31]=[CH:30][CH:29]=[CH:28][CH:27]=2)=[N:13][N:14]([C:16]2([CH2:22][C:23]#[N:24])[CH2:21][CH2:20][NH2+:19][CH2:18][CH2:17]2)[CH:15]=1)(=[O:10])[NH2:9].CCN(C(C)C)C(C)C.[C:41](Cl)(=[O:44])[CH2:42][CH3:43]>C1COCC1.CS(C)=O>[C:23]([CH2:22][C:16]1([N:14]2[CH:15]=[C:11]([C:8]([NH2:9])=[O:10])[C:12]([NH:25][C:26]3[CH:31]=[CH:30][CH:29]=[CH:28][CH:27]=3)=[N:13]2)[CH2:21][CH2:20][N:19]([C:41](=[O:44])[CH2:42][CH3:43])[CH2:18][CH2:17]1)#[N:24] |f:0.1|. Reported procedure: To a suspension of 4-[4-carbamoyl-3-(phenylamino)-1H-pyrazol-1-yl]-4-(cyanomethyl)piperidinium trifluoroacetate (Intermediate #38-1) (50 mg, 0.11 mmol) in THF (1 mL) was added DIPEA (0.060 mL, 0.34 mmol), followed by propanoyl chloride (0.020 mL, 0.18 mmol). The resulting mixture was allowed to stir for 18 hours before the reaction mixture was concentrated in vacuo to afford an orange oil. The residue was dissolved in DMSO (2 mL) and purified by mass-triggered reverse phase preparative HPLC (MeC... Starting materials: ClCC(=O)OC1=CC=C(C=C1)NC(C)=O (4-Acetamidophenyl 2-chloroacetate), N1=CC=CC=C1 (pyridine). Solvent: C(C)(=O)OCC (ethyl acetate). Yields the product [Cl-].C(C)(=O)NC1=CC=C(OC(C[N+]2=CC=CC=C2)=O)C=C1 (1-(2-(4-acetamidophenoxy)-2-oxoethyl)pyridinium Chloride). The yield is 97.0%. RXN SMILES: [Cl:1][CH2:2][C:3]([O:5][C:6]1[CH:11]=[CH:10][C:9]([NH:12][C:13](=[O:15])[CH3:14])=[CH:8][CH:7]=1)=[O:4].[N:16]1[CH:21]=[CH:20][CH:19]=[CH:18][CH:17]=1>C(OCC)(=O)C>[Cl-:1].[C:13]([NH:12][C:9]1[CH:10]=[CH:11][C:6]([O:5][C:3](=[O:4])[CH2:2][N+:16]2[CH:21]=[CH:20][CH:19]=[CH:18][CH:17]=2)=[CH:7][CH:8]=1)(=[O:15])[CH3:14] |f:3.4|. Procedure: 4-Acetamidophenyl 2-chloroacetate [2] (1.138 g, 5 mmol) and pyridine (0.475 g, 6 mmol) were suspended in 50 ml of anhydrous ethyl acetate and refluxed for 48 hrs. After cooling to room temperature the white precipitate was filtered, washed with ethylacetate and diethylether and dried under reduced pressure to give [5] in 97% yield. The product was pure according to 1H NMR and was directly subjected to the next step without further purification. The desired compound is isolated as a colourless po...